From a dataset of the Open Reaction Database (ORD), a public repository of structured organic reaction records. describe an organic reaction: reactants, conditions, products, and yield Starting materials: C1CNC1, COC(=O)C(c1ccccc1)N1C(=O)C(NC(=O)Cc2ccccc2)C1SC, C1COCCO1. The product is COC(=O)C(c1ccccc1)N1CC(NC(=O)Cc2ccccc2)C1=O. Reaction SMILES: [CH2:29]1[CH2:30][NH:31][CH2:32]1.[CH3:1][O:2][C:3](=[O:4])[CH:5]([c:6]1[cH:7][cH:8][cH:9][cH:10][cH:11]1)[N:12]1[C:13](=[O:28])[CH:14]([NH:18][C:19]([CH2:20][c:21]2[cH:22][cH:23][cH:24][cH:25][cH:26]2)=[O:27])[CH:15]1[S:16][CH3:17].[O:33]1[CH2:34][CH2:35][O:36][CH2:37][CH2:38]1>>[CH3:1][O:2][C:3](=[O:4])[CH:5]([c:6]1[cH:7][cH:8][cH:9][cH:10][cH:11]1)[N:12]1[C:13](=[O:28])[CH:14]([NH:18][C:19]([CH2:20][c:21]2[cH:22][cH:23][cH:24][cH:25][cH:26]2)=[O:27])[CH2:15]1. The reactants are CN1N=CC=C1C(CC1=CSC=C1)=O (1-(1-methyl-1H-pyrazol-5-yl)-2-(thiophen-3-yl)ethanone), CN1N=CC=C1C(CC1=CSC=C1)=O (1-(1-methyl-1H-pyrazol-5-yl)-2-(thiophen-3-yl)ethanone), C(C)OC=1C=C(C=O)C=C(C1O)[N+](=O)[O-] (3-ethoxy-4-hydroxy-5-nitrobenzaldehyde), NC(=O)N (urea), Cl (HCl). Solvent: CCO (EtOH). Product: C(C)OC=1C=C(C=C(C1O)[N+](=O)[O-])C1NC(NC(=C1C1=CSC=C1)C1=CC=NN1C)=O (4-(3-ethoxy-4-hydroxy-5-nitrophenyl)-6-(1-methyl-1H-pyrazol-5-yl)-5-(thiophen-3-yl)-3,4-dihydropyrimidin-2(1H)-one). The yield is 22.7%. As a reaction SMILES: [CH3:1][N:2]1[C:6]([C:7](=O)[CH2:8][C:9]2[CH:13]=[CH:12][S:11][CH:10]=2)=[CH:5][CH:4]=[N:3]1.[CH2:15]([O:17][C:18]1[CH:19]=[C:20]([CH:23]=[C:24]([N+:27]([O-:29])=[O:28])[C:25]=1[OH:26])[CH:21]=O)[CH3:16].[NH2:30][C:31]([NH2:33])=[O:32].Cl>CCO>[CH2:15]([O:17][C:18]1[CH:19]=[C:20]([CH:21]2[C:8]([C:9]3[CH:13]=[CH:12][S:11][CH:10]=3)=[C:7]([C:6]3[N:2]([CH3:1])[N:3]=[CH:4][CH:5]=3)[NH:33][C:31](=[O:32])[NH:30]2)[CH:23]=[C:24]([N+:27]([O-:29])=[O:28])[C:25]=1[OH:26])[CH3:16]. Procedure details: To a mixture of 1-(1-methyl-1H-pyrazol-5-yl)-2-(thiophen-3-yl)ethanone (Intermediate 72) (90 mg, 0.32 mmol), 3-ethoxy-4-hydroxy-5-nitrobenzaldehyde (110 mg, 0.52 mmol) and urea (52 mg, 0.87 mmol) in EtOH (4 mL) was added concentrated HCl (0.1 mL). The reaction was refluxed overnight. Purified by column chromatography and preparative HPLC to give Compound 139 as a yellow solid (32 mg, yield: 16.7%). 1HNMR (DMSO-d6 400 MHz): δ 10.44 (s, 1H), 8.91 (s, 1H), 7.75 (s, 1H), 7.57 (d, J=1.6 Hz, 1H), 7.53...